From a dataset of the Open Reaction Database (ORD), a public repository of structured organic reaction records. describe an organic reaction: reactants, conditions, products, and yield Starting materials: COc1ccc(S(=O)(=O)c2ccc(C3CCN(C(=O)OC(C)(C)C)C3)c(C)c2)cc1, C1COCCO1, Cl, [Na+], [OH-]. Yields the product COc1ccc(S(=O)(=O)c2ccc(C3CCNC3)c(C)c2)cc1. Reaction SMILES: [C:2]([O:3][C:4](=[O:5])[N:9]1[CH2:10][CH:11]([c:14]2[c:15]([CH3:31])[cH:16][c:17]([S:20](=[O:21])(=[O:22])[c:23]3[cH:24][cH:25][c:26]([O:29][CH3:30])[cH:27][cH:28]3)[cH:18][cH:19]2)[CH2:12][CH2:13]1)([CH3:6])([CH3:7])[CH3:8].[CH2:34]1[O:35][CH2:36][CH2:37][O:38][CH2:39]1.[ClH:1].[Na+:33].[OH-:32]>>[NH:9]1[CH2:10][CH:11]([c:14]2[c:15]([CH3:31])[cH:16][c:17]([S:20](=[O:21])(=[O:22])[c:23]3[cH:24][cH:25][c:26]([O:29][CH3:30])[cH:27][cH:28]3)[cH:18][cH:19]2)[CH2:12][CH2:13]1. Procedure: Sodium hydride (21 mg, 0.48 mmol) was added to a solution of 2-[4-[2-(benzoxazol-2-ylthio)ethyl]piperazin-1-yl]-N-(2,6-diisopropyl-3-hydroxyphenyl)acetamide (200 mg, 0.40 mmol) in DMF (2 ml), the mixture was stirred at 40° C. for 10 minutes and iodomethane (68 mg, 0.48 mmol) was added thereto followed by stirring for 1 hour. The reaction solution was diluted with water and extracted with ethyl acetate. The organic layer was washed with a saturated sodium chloride solution and dried over sodium s... As a reaction SMILES: [H-].[Na+].[O:3]1[C:7]2[CH:8]=[CH:9][CH:10]=[CH:11][C:6]=2[N:5]=[C:4]1[S:12][CH2:13][CH2:14][N:15]1[CH2:20][CH2:19][N:18]([CH2:21][C:22]([NH:24][C:25]2[C:30]([CH:31]([CH3:33])[CH3:32])=[CH:29][CH:28]=[C:27]([OH:34])[C:26]=2[CH:35]([CH3:37])[CH3:36])=[O:23])[CH2:17][CH2:16]1.I[CH3:39]>CN(C=O)C.O>[O:3]1[C:7]2[CH:8]=[CH:9][CH:10]=[CH:11][C:6]=2[N:5]=[C:4]1[S:12][CH2:13][CH2:14][N:15]1[CH2:20][CH2:19][N:18]([CH2:21][C:22]([NH:24][C:25]2[C:30]([CH:31]([CH3:32])[CH3:33])=[CH:29][CH:28]=[C:27]([O:34][CH3:39])[C:26]=2[CH:35]([CH3:37])[CH3:36])=[O:23])[CH2:17][CH2:16]1 |f:0.1|. Run in O (water), CN(C)C=O (DMF). Conditions: temperature 40 celsius, time 10 minute. Starting materials: [H-].[Na+] (Sodium hydride), O1C(=NC2=C1C=CC=C2)SCCN2CCN(CC2)CC(=O)NC2=C(C(=CC=C2C(C)C)O)C(C)C (2-[4-[2-(benzoxazol-2-ylthio)ethyl]piperazin-1-yl]-N-(2,6-diisopropyl-3-hydroxyphenyl)acetamide), IC (iodomethane). Product: O1C(=NC2=C1C=CC=C2)SCCN2CCN(CC2)CC(=O)NC2=C(C(=CC=C2C(C)C)OC)C(C)C (2-[4-[2-(benzoxazol-2-ylthio)ethyl]-piperazin-1-yl]-N-(2,6diisopropyl-3-methoxyphenyl)acetamide). Yield: 23.0%. The reactants are ClC1=C(C(=CC=C1)Cl)C1=CC2=C(N=C(N=C2)SC)N(C1=O)C (6-(2,6-Dichlorophenyl)-8-methyl-2-methylsulfanyl-8H-pyrido[2,3-d]pyrimidin-7-one), NC=1C=NC=CC1 (3-aminopyridine), Cl.NC=1C=NC=CC1 (3-aminopyridine hydrochloride). Run in O (Water). Reaction conditions: temperature 210 celsius, time 1 hour. Product: ClC1=C(C(=CC=C1)Cl)C1=CC2=C(N=C(N=C2)NC=2C=NC=CC2)N(C1=O)C (6-(2,6-Dichlorophenyl)-8-methyl-2-(pyridin-3-ylamino)-8H-pyrido[2,3-d]pyrimidin-7-one). RXN SMILES: [Cl:1][C:2]1[CH:7]=[CH:6][CH:5]=[C:4]([Cl:8])[C:3]=1[C:9]1[C:20](=[O:21])[N:19]([CH3:22])[C:12]2[N:13]=[C:14](SC)[N:15]=[CH:16][C:11]=2[CH:10]=1.[NH2:23][C:24]1[CH:25]=[N:26][CH:27]=[CH:28][CH:29]=1.Cl.NC1C=NC=CC=1>O>[Cl:1][C:2]1[CH:7]=[CH:6][CH:5]=[C:4]([Cl:8])[C:3]=1[C:9]1[C:20](=[O:21])[N:19]([CH3:22])[C:12]2[N:13]=[C:14]([NH:23][C:24]3[CH:25]=[N:26][CH:27]=[CH:28][CH:29]=3)[N:15]=[CH:16][C:11]=2[CH:10]=1 |f:2.3|. Reported procedure: A mixture of 0.165 g (0.47 mmol) of 6-(2,6-dichlorophenyl)-8-methyl-2-methylsulfanyl-8H-pyrido[2,3-d]pyrimidin-7-one of Example 37, 0.500 g (5.30 mmol) of 3-aminopyridine base, and 0.066 g (0.50 mmol) of 3-aminopyridine hydrochloride was heated with stirring in a 210° C. oil bath for 1 hour. Water (5 mL) was added to the cooled reaction mixture to precipitate a solid. The solid was filtered, washed well with water, and dried; wt 0.147 g. Purification was effected by silica gel chromatography by ... Reactants: CO, Cl, N, N#Cc1ncc[nH]c1=O. The product is N=C(N)c1ncc[nH]c1=O. As a reaction SMILES: [CH3:12][OH:13].[ClH:10].[NH3:11].[O:1]=[c:2]1[c:3]([C:8]#[N:9])[n:4][cH:5][cH:6][nH:7]1>>[O:1]=[c:2]1[c:3]([C:8]([NH2:9])=[NH:11])[n:4][cH:5][cH:6][nH:7]1. The reactants are CCCCO, Cn1cnc(CCN)c1, CCN(C(C)C)C(C)C, O=C(NCC12CC3CC(CC(C3)C1)C2)c1cc(NCCCl)ccc1Cl, [I-], [K+]. Yields the product Cn1cnc(CCNCCNc2ccc(Cl)c(C(=O)NCC34CC5CC(CC(C5)C3)C4)c2)c1. RXN SMILES: [CH2:46]([OH:47])[CH2:48][CH2:49][CH3:50].[CH3:26][n:27]1[cH:28][c:29]([CH2:30][CH2:31][NH2:32])[n:33][cH:34]1.[CH:35]([N:36]([CH2:37][CH3:38])[CH:39]([CH3:40])[CH3:41])([CH3:42])[CH3:43].[Cl:1][c:2]1[c:3]([C:4](=[O:5])[NH:6][CH2:7][C:8]23[CH2:9][CH:10]4[CH2:11][CH:12]([CH2:13][CH:14]([CH2:15]2)[CH2:16]4)[CH2:17]3)[cH:18][c:19]([NH:22][CH2:23][CH2:24][Cl:25])[cH:20][cH:21]1.[I-:45].[K+:44]>>[Cl:1][c:2]1[c:3]([C:4](=[O:5])[NH:6][CH2:7][C:8]23[CH2:9][CH:10]4[CH2:11][CH:12]([CH2:13][CH:14]([CH2:15]2)[CH2:16]4)[CH2:17]3)[cH:18][c:19]([NH:22][CH2:23][CH2:24][NH:32][CH2:31][CH2:30][c:29]2[cH:28][n:27]([CH3:26])[cH:34][n:33]2)[cH:20][cH:21]1. The reactants are O=C([O-])O, CC(=O)Oc1ccc(C(=O)N(C)Cc2cccc(-c3ccc(CC4SC(=O)NC4=O)cc3)c2)cc1, CCOC(C)=O, Cl, [Na+], C1CCOC1, O. The product is CN(Cc1cccc(-c2ccc(CC3SC(=O)NC3=O)cc2)c1)C(=O)c1ccc(O)cc1. RXN SMILES: [C:1](=[O:2])([O-:3])[OH:4].[C:6](=[O:7])([CH3:8])[O:9][c:10]1[cH:11][cH:12][c:13]([C:16]([N:17]([CH3:18])[CH2:19][c:20]2[cH:21][c:22](-[c:26]3[cH:27][cH:28][c:29]([CH2:32][CH:33]4[C:34](=[O:39])[NH:35][C:36](=[O:38])[S:37]4)[cH:30][cH:31]3)[cH:23][cH:24][cH:25]2)=[O:40])[cH:14][cH:15]1.[CH2:48]([O:49][C:50](=[O:51])[CH3:52])[CH3:53].[ClH:41].[Na+:5].[O:42]1[CH2:43][CH2:44][CH2:45][CH2:46]1.[OH2:47]>>[OH:9][c:10]1[cH:11][cH:12][c:13]([C:16]([N:17]([CH3:18])[CH2:19][c:20]2[cH:21][c:22](-[c:26]3[cH:27][cH:28][c:29]([CH2:32][CH:33]4[C:34](=[O:39])[NH:35][C:36](=[O:38])[S:37]4)[cH:30][cH:31]3)[cH:23][cH:24][cH:25]2)=[O:40])[cH:14][cH:15]1. Reactants: ClC=1C=CC=C2C(=NNC12)C1=C(C=C(C=C1)OC)C (7-chloro-3-(4-methoxy-2-methylphenyl)-1H-indazole), [H-].[Na+] (sodium hydride), C(C=C)Br (allyl bromide). The product is C(C=C)N1N=C(C2=CC=CC(=C12)Cl)C1=C(C=C(C=C1)OC)C (1-allyl-7-chloro-3-(4-methoxy-2-methylphenyl)-1H-indazole). Isolated yield 62.7%. RXN SMILES: [Cl:1][C:2]1[CH:3]=[CH:4][CH:5]=[C:6]2[C:10]=1[NH:9][N:8]=[C:7]2[C:11]1[CH:16]=[CH:15][C:14]([O:17][CH3:18])=[CH:13][C:12]=1[CH3:19].[H-].[Na+].[CH2:22](Br)[CH:23]=[CH2:24]>>[CH2:24]([N:9]1[C:10]2[C:6](=[CH:5][CH:4]=[CH:3][C:2]=2[Cl:1])[C:7]([C:11]2[CH:16]=[CH:15][C:14]([O:17][CH3:18])=[CH:13][C:12]=2[CH3:19])=[N:8]1)[CH:23]=[CH2:22] |f:1.2|. Procedure: Prepared according to Method D step B from 7-chloro-3-(4-methoxy-2-methylphenyl)-1H-indazole (0.150 g, 0.52 mmol), sodium hydride (60% in oil, 0.025 g, 1.04 mmol) and allyl bromide (0.07 mL, 0.7 mmol) to give the title compound (0.102 g) as a white solid. Starting materials: O (water), CC1(OCC(O1)CN(S(=O)(=O)C)C1=CC(=NC(=N1)C1=CC=C(C=C1)OC1=CC=C(C=C1)F)C(=O)N)C (6-(N-((2,2-dimethyl-1,3-dioxolan-4-yl)methyl)methyl sulfonamido)-2-(4-(4-fluorophenoxy)phenyl)pyrimidine-4-carboxamide), C(Cl)Cl.CO (DCM MeOH), Cl (HCl). The solvent is O1CCOCC1 (dioxane). Conditions: time 1 hour. Product: OC(CN(S(=O)(=O)C)C1=CC(=NC(=N1)C1=CC=C(C=C1)OC1=CC=C(C=C1)F)C(=O)N)CO (6-(N-(2,3-dihydroxypropyl)methylsulfonamido)-2-(4-(4-fluorophenoxy)phenyl)pyrimidine-4-carboxamide). Yield: 70.4%. RXN SMILES: CC1(C)[O:6][CH:5]([CH2:7][N:8]([C:13]2[N:18]=[C:17]([C:19]3[CH:24]=[CH:23][C:22]([O:25][C:26]4[CH:31]=[CH:30][C:29]([F:32])=[CH:28][CH:27]=4)=[CH:21][CH:20]=3)[N:16]=[C:15]([C:33]([NH2:35])=[O:34])[CH:14]=2)[S:9]([CH3:12])(=[O:11])=[O:10])[CH2:4][O:3]1.C(Cl)Cl.CO.Cl.O>O1CCOCC1>[OH:6][CH:5]([CH2:4][OH:3])[CH2:7][N:8]([C:13]1[N:18]=[C:17]([C:19]2[CH:24]=[CH:23][C:22]([O:25][C:26]3[CH:31]=[CH:30][C:29]([F:32])=[CH:28][CH:27]=3)=[CH:21][CH:20]=2)[N:16]=[C:15]([C:33]([NH2:35])=[O:34])[CH:14]=1)[S:9]([CH3:12])(=[O:11])=[O:10] |f:1.2|. Procedure: To a suspension of 6-(N-((2,2-dimethyl-1,3-dioxolan-4-yl)methyl)methyl sulfonamido)-2-(4-(4-fluorophenoxy)phenyl)pyrimidine-4-carboxamide (0.308 g, 0.596 g) in 85:15 DCM/MeOH (5 mL) was added 4M HCl in dioxane (1.0 mL). After 1 hour, water (0.5 mL) was added and a solid formed. After 1 hour, the solid was filtered and washed successively twice with 2 mL DCM, twice with 1 mL MeOH, once with 3 mL MeOH, and twice with 1 mL DCM. The solid was dried under vacuum at 40° C. to give 6-(N-(2,3-dihydroxyp... The reactants are CC(=O)O, COc1cc(C(Nc2ccc(C(=N)NO)cc2)C(=O)NCc2ccccc2)c(NS(=O)(=O)c2ccccc2)cc1OCc1ccccc1, CO. The product is CC(=O)O, COc1cc(C(Nc2ccc(C(=N)N)cc2)C(=O)NCc2ccccc2)c(NS(=O)(=O)c2ccccc2)cc1OCc1ccccc1. As a reaction SMILES: [C:49]([CH3:50])(=[O:51])[OH:52].[CH2:1]([c:2]1[cH:3][cH:4][cH:5][cH:6][cH:7]1)[NH:8][C:9]([CH:10]([NH:11][c:12]1[cH:13][cH:14][c:15]([C:18]([NH:19][OH:20])=[NH:21])[cH:16][cH:17]1)[c:22]1[c:23]([NH:38][S:39](=[O:40])(=[O:41])[c:42]2[cH:43][cH:44][cH:45][cH:46][cH:47]2)[cH:24][c:25]([O:30][CH2:31][c:32]2[cH:33][cH:34][cH:35][cH:36][cH:37]2)[c:26]([O:28][CH3:29])[cH:27]1)=[O:48].[CH3:53][OH:54]>>[C:49]([CH3:50])(=[O:51])[OH:52].[CH2:1]([c:2]1[cH:3][cH:4][cH:5][cH:6][cH:7]1)[NH:8][C:9]([CH:10]([NH:11][c:12]1[cH:13][cH:14][c:15]([C:18](=[NH:19])[NH2:21])[cH:16][cH:17]1)[c:22]1[c:23]([NH:38][S:39](=[O:40])(=[O:41])[c:42]2[cH:43][cH:44][cH:45][cH:46][cH:47]2)[cH:24][c:25]([O:30][CH2:31][c:32]2[cH:33][cH:34][cH:35][cH:36][cH:37]2)[c:26]([O:28][CH3:29])[cH:27]1)=[O:48]. Reactants: N,N'-carbonyldiimidazole, C1(CC1)C(=O)O (cyclopropanecarboxylic acid), ClC1=CC=CC2=C1C(N1[C@H](C=3N2C=NC3C(N)=NO)CCC1)=O ((S)-8-chloro-11,12,13,13a-tetrahydro-9-oxo-9H-imidazo[1,5-a]pyrrolo[2,1-c][1,4]benzodiazepine-1-carboxamidoxime). The solvent is CN(C=O)C (N,N-dimethylformamide), CN(C=O)C (N,N-dimethylformamide). Run at time 1 hour. The product is ClC1=CC=CC2=C1C(N1[C@H](C=3N2C=NC3C3=NOC(=N3)C3CC3)CCC1)=O ((S)-8-chloro-1-[5-(cyclopropyl)-1,2,4-oxadiazol-3-yl]-11,12,13,13a-tetrahydro-9H-imidazo[1,5-a]pyrrolo[2,1-c][1,4]benzodiazepin-9-one). RXN SMILES: [CH:1]1([C:4]([OH:6])=O)[CH2:3][CH2:2]1.[Cl:7][C:8]1[C:13]2[C:14](=[O:29])[N:15]3[CH2:28][CH2:27][CH2:26][C@H:16]3[C:17]3[N:18]([CH:19]=[N:20][C:21]=3[C:22](=[N:24]O)[NH2:23])[C:12]=2[CH:11]=[CH:10][CH:9]=1>CN(C)C=O>[Cl:7][C:8]1[C:13]2[C:14](=[O:29])[N:15]3[CH2:28][CH2:27][CH2:26][C@H:16]3[C:17]3[N:18]([CH:19]=[N:20][C:21]=3[C:22]3[N:24]=[C:4]([CH:1]4[CH2:3][CH2:2]4)[O:6][N:23]=3)[C:12]=2[CH:11]=[CH:10][CH:9]=1. Procedure details: 17.0 g (105 mmol) of N,N'-carbonyldiimidazole are added portionwise to a solution of 8.61 g (100 mmol) of cyclopropanecarboxylic acid in 30 ml of N,N-dimethylformamide. The mixture is stirred at room temperature for 1 hour and then heated rapidly to 50°. The solution obtained is added to a suspension of 33.1 g (100 mmol) of (S)-8-chloro-11,12,13,13a-tetrahydro-9-oxo-9H-imidazo[1,5-a]pyrrolo[2,1-c][1,4]benzodiazepine-1-carboxamidoxime in 100 ml of N,N-dimethylformamide and the mixture is heated t...